Dataset: the Open Reaction Database (ORD), a public repository of structured organic reaction records. Task: describe an organic reaction: reactants, conditions, products, and yield The reactants are 10g, Cl/C=1/C(=O)OC(\C1\Cl)=O (2,3-dichloromaleic anhydride), FC1=CC=C(N)C=C1 (4-fluoroaniline). Run in O (water). Yields the product FC1=CC=C(C=C1)N1C(C(=C(C1=O)Cl)Cl)=O (N-(4-fluorophenyl)-2,3-dichloromaleimide). The yield is 98.4%. As a reaction SMILES: [Cl:1][C:2]1[C:3]([O:5][C:6](=O)[C:7]=1[Cl:8])=[O:4].[F:10][C:11]1[CH:17]=[CH:16][C:14]([NH2:15])=[CH:13][CH:12]=1>O>[F:10][C:11]1[CH:17]=[CH:16][C:14]([N:15]2[C:3](=[O:4])[C:2]([Cl:1])=[C:7]([Cl:8])[C:6]2=[O:5])=[CH:13][CH:12]=1. Reported procedure: 10g (0.06 mol) of 2,3-dichloromaleic anhydride was dissolved in 100 ml of water. Then, to the resulting solution 5.55g (0.05mol) of 4-fluoroaniline was added dropwise over a period of 5 min. at room temperatures under agitation. The mixture was allowed to react for 2 hours at 80° C. Upon cooling the reaction mixture, a crystal was separated out, which was then separated by filtration to obtain 12.8g of N-(4-fluorophenyl)-2,3-dichloromaleimide melting at 239°-242° C (not corrected) at a yield of ... The reactants are CO, Cl, [Na+], [OH-], CCOC(=O)C(Cc1ccc(C(F)(F)F)cc1)C(O)c1ccccc1. The product is O=C(O)C(Cc1ccc(C(F)(F)F)cc1)C(O)c1ccccc1. Reaction SMILES: [CH3:29][OH:30].[ClH:28].[Na+:27].[OH-:26].[OH:1][CH:2]([CH:3]([C:4](=[O:5])[O:6][CH2:7][CH3:8])[CH2:9][c:10]1[cH:11][cH:12][c:13]([C:16]([F:17])([F:18])[F:19])[cH:14][cH:15]1)[c:20]1[cH:21][cH:22][cH:23][cH:24][cH:25]1>>[OH:1][CH:2]([CH:3]([C:4](=[O:5])[OH:6])[CH2:9][c:10]1[cH:11][cH:12][c:13]([C:16]([F:17])([F:18])[F:19])[cH:14][cH:15]1)[c:20]1[cH:21][cH:22][cH:23][cH:24][cH:25]1.